Dataset: the Open Reaction Database (ORD), a public repository of structured organic reaction records. Task: describe an organic reaction: reactants, conditions, products, and yield Reactants: COc1cc2c(cc1NC(C)=O)CC(C)OC2c1ccc([N+](=O)[O-])cc1, CC(C)=O, O, O=S(=O)(O)O. Product: COc1cc(C(=O)c2ccc([N+](=O)[O-])cc2)c(CC(C)=O)cc1NC(C)=O. RXN SMILES: [C:1]([CH3:2])(=[O:3])[NH:4][c:5]1[cH:6][c:7]2[c:12]([cH:13][c:14]1[O:15][CH3:16])[CH:11]([c:17]1[cH:18][cH:19][c:20]([N+:23](=[O:24])[O-:25])[cH:21][cH:22]1)[O:10][CH:9]([CH3:26])[CH2:8]2.[CH3:28][C:29](=[O:30])[CH3:31].[OH2:27].[S:32](=[O:33])(=[O:34])([OH:35])[OH:36]>>[C:1]([CH3:2])(=[O:3])[NH:4][c:5]1[cH:6][c:7]([CH2:8][C:9]([CH3:26])=[O:27])[c:12]([C:11](=[O:10])[c:17]2[cH:18][cH:19][c:20]([N+:23](=[O:24])[O-:25])[cH:21][cH:22]2)[cH:13][c:14]1[O:15][CH3:16]. Reactants: ClC1=NC=CC(=N1)C=1C(=NN2C1C=CC=C2)C=2C=C(C=CC2)NC(C2=C(C=CC=C2F)F)=O (N-{3-[3-(2-chloro-4-pyrimidinyl)pyrazolo[1,5-a]pyridin-2-yl]phenyl}-2,6-difluorobenzamide), Cl (HCl), CN(CCOC=1C=C(N)C=CC1OC)C (3-{[2-(dimethylamino)ethyl]oxy}-4-(methyloxy)aniline). The solvent is C(C)(C)O (isopropanol). The product is CN(CCOC=1C=C(C=CC1OC)NC1=NC=CC(=N1)C=1C(=NN2C1C=CC=C2)C=2C=C(C=CC2)NC(C2=C(C=CC=C2F)F)=O)C (N-{3-[3-(2-{[3-{[2-(Dimethylamino)ethyl]oxy}-4-(methyloxy)phenyl]amino}-4-pyrimidinyl)pyrazolo[1,5-a]pyridin-2-yl]phenyl}-2,6-difluorobenzamide). Reaction SMILES: Cl[C:2]1[N:7]=[C:6]([C:8]2[C:9]([C:17]3[CH:18]=[C:19]([NH:23][C:24](=[O:33])[C:25]4[C:30]([F:31])=[CH:29][CH:28]=[CH:27][C:26]=4[F:32])[CH:20]=[CH:21][CH:22]=3)=[N:10][N:11]3[CH:16]=[CH:15][CH:14]=[CH:13][C:12]=23)[CH:5]=[CH:4][N:3]=1.[CH3:34][N:35]([CH3:48])[CH2:36][CH2:37][O:38][C:39]1[CH:40]=[C:41]([CH:43]=[CH:44][C:45]=1[O:46][CH3:47])[NH2:42].Cl>C(O)(C)C>[CH3:48][N:35]([CH3:34])[CH2:36][CH2:37][O:38][C:39]1[CH:40]=[C:41]([NH:42][C:2]2[N:7]=[C:6]([C:8]3[C:9]([C:17]4[CH:18]=[C:19]([NH:23][C:24](=[O:33])[C:25]5[C:30]([F:31])=[CH:29][CH:28]=[CH:27][C:26]=5[F:32])[CH:20]=[CH:21][CH:22]=4)=[N:10][N:11]4[CH:16]=[CH:15][CH:14]=[CH:13][C:12]=34)[CH:5]=[CH:4][N:3]=2)[CH:43]=[CH:44][C:45]=1[O:46][CH3:47]. Procedure: A mixture of N-{3-[3-(2-chloro-4-pyrimidinyl)pyrazolo[1,5-a]pyridin-2-yl]phenyl}-2,6-difluorobenzamide (prepared according to a procedure similar to that described in Example 27, Step C) and 3-{[2-(dimethylamino)ethyl]oxy}-4-(methyloxy)aniline were heated in isopropanol with catalytic conc. aq. HCl using conditions similar to those described in Example 27, Step D. HRMS C35H32N7O3F2 (M+H)+ calcd 636.2535, found 636.2527. Run in CC(=O)N(C)C (DMA). Product: O1CCN(CC1)C=1C2=C(N=C(N1)C1=CN=C(S1)N)C=C(S2)CN2CCN(CC2)S(=O)(=O)C (5-(4-morpholino-6-((4-N-methylsulfonylpiperazin-1-yl)methyl)thieno[3,2-d]pyrimidin-2-yl)thiazol-2-amine). Reaction conditions: temperature 150 celsius. The reactants are ClC=1N=C(C2=C(N1)C=C(S2)CN2CCN(CC2)S(=O)(=O)C)N2CCOCC2 (2-chloro-6-(4-methanesulfonyl-piperazin-1-ylmethyl)-4-morpholin-4-yl-thieno[3,2-d]pyrimidine), C(C)(C)(C)OC(NC=1SC(=CN1)[Sn](CCCC)(CCCC)CCCC)=O ((5-tributylstannyl-thiazol-2-yl)-carbamic acid tert-butyl ester). RXN SMILES: Cl[C:2]1[N:3]=[C:4]([N:22]2[CH2:27][CH2:26][O:25][CH2:24][CH2:23]2)[C:5]2[S:10][C:9]([CH2:11][N:12]3[CH2:17][CH2:16][N:15]([S:18]([CH3:21])(=[O:20])=[O:19])[CH2:14][CH2:13]3)=[CH:8][C:6]=2[N:7]=1.C(OC(=O)[NH:34][C:35]1[S:36][C:37]([Sn](CCCC)(CCCC)CCCC)=[CH:38][N:39]=1)(C)(C)C>CC(N(C)C)=O.C1C=CC([P]([Pd]([P](C2C=CC=CC=2)(C2C=CC=CC=2)C2C=CC=CC=2)([P](C2C=CC=CC=2)(C2C=CC=CC=2)C2C=CC=CC=2)[P](C2C=CC=CC=2)(C2C=CC=CC=2)C2C=CC=CC=2)(C2C=CC=CC=2)C2C=CC=CC=2)=CC=1>[O:25]1[CH2:26][CH2:27][N:22]([C:4]2[C:5]3[S:10][C:9]([CH2:11][N:12]4[CH2:17][CH2:16][N:15]([S:18]([CH3:21])(=[O:20])=[O:19])[CH2:14][CH2:13]4)=[CH:8][C:6]=3[N:7]=[C:2]([C:37]3[S:36][C:35]([NH2:34])=[N:39][CH:38]=3)[N:3]=2)[CH2:23][CH2:24]1 |^1:63,65,84,103|. Reagents/catalysts: C=1C=CC(=CC1)[P](C=2C=CC=CC2)(C=3C=CC=CC3)[Pd]([P](C=4C=CC=CC4)(C=5C=CC=CC5)C=6C=CC=CC6)([P](C=7C=CC=CC7)(C=8C=CC=CC8)C=9C=CC=CC9)[P](C=1C=CC=CC1)(C=1C=CC=CC1)C=1C=CC=CC1 (Pd(PPh3)4). Reported procedure: A suspension of 2-chloro-6-(4-methanesulfonyl-piperazin-1-ylmethyl)-4-morpholin-4-yl-thieno[3,2-d]pyrimidine, prepared via General Procedure B-3, (201 mg, 0.465 mmol), (5-tributylstannyl-thiazol-2-yl)-carbamic acid tert-butyl ester (341 mg, 0.7 mmol), and Pd(PPh3)4 (27 mg, 0.023 mmol) in anhydrous DMA was heated in a microwave at 150° C. for 10 mins. Ethyl acetate/water extraction and purification on silica using 10% methanol in ethyl acetate as the eluent to give 153 as an off-white solid (84 m... Isolated yield 36.0%.